From a dataset of the Open Reaction Database (ORD), a public repository of structured organic reaction records. describe an organic reaction: reactants, conditions, products, and yield Reactants: NC1=CC(=C(C(=O)O)C=C1Cl)O (4-amino-5-chloro-2-hydroxybenzoic acid), [H-].[Na+] (sodium hydride oil dispersion), ClCCSC ((2-chloroethyl)methyl sulfide). Run in CN(C=O)C (dimethylformamide). Conditions: temperature 25 celsius, time 15 minute. Yields the product NC1=CC(=C(C(=O)O)C=C1Cl)OCCSC (4-Amino-5-chloro-2-[2-(methylthio)ethoxy]benzoic acid). Yield: 56.5%. RXN SMILES: [H-].[Na+].[NH2:3][C:4]1[C:12]([Cl:13])=[CH:11][C:7]([C:8]([OH:10])=[O:9])=[C:6]([OH:14])[CH:5]=1.Cl[CH2:16][CH2:17][S:18][CH3:19]>CN(C)C=O>[NH2:3][C:4]1[C:12]([Cl:13])=[CH:11][C:7]([C:8]([OH:10])=[O:9])=[C:6]([O:14][CH2:16][CH2:17][S:18][CH3:19])[CH:5]=1 |f:0.1|. Procedure details: A cooled (5° C.) suspension of 60% sodium hydride oil dispersion (0.52 g, 13 mmoles) in anhydrous dimethylformamide (15 mL) under nitrogen was treated in portions with 4-amino-5-chloro-2-hydroxybenzoic acid (0.94 g, 5 mmoles), stirred for 15 minutes at 25° C., treated with (2-chloroethyl)methyl sulfide (1.66 g, 15 mmoles), and heated to 100° C. for 18 hours. The solution is cooled, concentrated in vacuo, and added to water (25 mL). The aqueous solution is extracted with ether, and the extract is...